From a dataset of the Open Reaction Database (ORD), a public repository of structured organic reaction records. describe an organic reaction: reactants, conditions, products, and yield Reactants: CC(C)c1cc(C(=O)N2Cc3ccc(O)cc3C2)c(OCc2ccccc2)cc1OCc1ccccc1, CCOC(C)=O, ClCCCN1CCOCC1, [K+], [K+], O=C([O-])[O-], CN(C)C=O. The product is CC(C)c1cc(C(=O)N2Cc3ccc(OCCCN4CCOCC4)cc3C2)c(OCc2ccccc2)cc1OCc1ccccc1. RXN SMILES: [CH2:1]([c:2]1[cH:3][cH:4][cH:5][cH:6][cH:7]1)[O:8][c:9]1[c:10]([C:26](=[O:27])[N:28]2[CH2:29][c:30]3[cH:31][cH:32][c:33]([OH:37])[cH:34][c:35]3[CH2:36]2)[cH:11][c:12]([CH:23]([CH3:24])[CH3:25])[c:13]([O:15][CH2:16][c:17]2[cH:18][cH:19][cH:20][cH:21][cH:22]2)[cH:14]1.[CH3:59][CH2:60][O:61][C:62]([CH3:63])=[O:64].[Cl:38][CH2:39][CH2:40][CH2:41][N:42]1[CH2:43][CH2:44][O:45][CH2:46][CH2:47]1.[K+:48].[K+:49].[O-:50][C:51]([O-:52])=[O:53].[O:54]=[CH:55][N:56]([CH3:57])[CH3:58]>>[CH2:1]([c:2]1[cH:3][cH:4][cH:5][cH:6][cH:7]1)[O:8][c:9]1[c:10]([C:26](=[O:27])[N:28]2[CH2:29][c:30]3[cH:31][cH:32][c:33]([O:37][CH2:39][CH2:40][CH2:41][N:42]4[CH2:43][CH2:44][O:45][CH2:46][CH2:47]4)[cH:34][c:35]3[CH2:36]2)[cH:11][c:12]([CH:23]([CH3:24])[CH3:25])[c:13]([O:15][CH2:16][c:17]2[cH:18][cH:19][cH:20][cH:21][cH:22]2)[cH:14]1. The reactants are CCO, CC1(c2ccc(Cn3cc([N+](=O)[O-])cn3)o2)OCCO1, [Cl-], [Fe], N#N, [NH4+], O. Product: CC1(c2ccc(Cn3cc(N)cn3)o2)OCCO1. RXN SMILES: [CH3:25][CH2:26][OH:27].[CH3:3][C:4]1([c:9]2[cH:10][cH:11][c:12]([CH2:14][n:15]3[n:16][cH:17][c:18]([N+:20]([O-:21])=[O:22])[cH:19]3)[o:13]2)[O:5][CH2:6][CH2:7][O:8]1.[Cl-:23].[Fe:29].[N:1]#[N:2].[NH4+:24].[OH2:28]>>[CH3:3][C:4]1([c:9]2[cH:10][cH:11][c:12]([CH2:14][n:15]3[n:16][cH:17][c:18]([NH2:20])[cH:19]3)[o:13]2)[O:5][CH2:6][CH2:7][O:8]1. Starting materials: C1CCOC1, CON(C)C(=O)C1CC(Cc2nc3cc(C(F)(F)F)ccc3n2COCC[Si](C)(C)C)C1, CC(C)C[AlH]CC(C)C, CCOCC. The product is C[Si](C)(C)CCOCn1c(CC2CC(C=O)C2)nc2cc(C(F)(F)F)ccc21. As a reaction SMILES: [CH2:42]1[O:43][CH2:44][CH2:45][CH2:46]1.[CH3:10][O:11][N:12]([C:13](=[O:14])[CH:15]1[CH2:16][CH:17]([CH2:19][c:20]2[n:21][c:22]3[c:23]([n:24]2[CH2:25][O:26][CH2:27][CH2:28][Si:29]([CH3:30])([CH3:31])[CH3:32])[cH:33][cH:34][c:35]([C:37]([F:38])([F:39])[F:40])[cH:36]3)[CH2:18]1)[CH3:41].[CH3:1][CH:2]([CH2:3][AlH:4][CH2:5][CH:6]([CH3:7])[CH3:8])[CH3:9].[CH3:47][CH2:48][O:49][CH2:50][CH3:51]>>[CH:13](=[O:14])[CH:15]1[CH2:16][CH:17]([CH2:19][c:20]2[n:21][c:22]3[c:23]([n:24]2[CH2:25][O:26][CH2:27][CH2:28][Si:29]([CH3:30])([CH3:31])[CH3:32])[cH:33][cH:34][c:35]([C:37]([F:38])([F:39])[F:40])[cH:36]3)[CH2:18]1. Starting materials: N#CCBr, Oc1ccc(OCc2ccccc2)cc1, CC(C)=O, [K+], [K+], O=C([O-])[O-]. Product: N#CCOc1ccc(OCc2ccccc2)cc1. Reaction SMILES: [Br:16][CH2:17][C:18]#[N:19].[CH2:1]([c:2]1[cH:3][cH:4][cH:5][cH:6][cH:7]1)[O:8][c:9]1[cH:10][cH:11][c:12]([OH:15])[cH:13][cH:14]1.[CH3:26][C:27](=[O:28])[CH3:29].[K+:20].[K+:21].[O-:22][C:23]([O-:24])=[O:25]>>[CH2:1]([c:2]1[cH:3][cH:4][cH:5][cH:6][cH:7]1)[O:8][c:9]1[cH:10][cH:11][c:12]([O:15][CH2:17][C:18]#[N:19])[cH:13][cH:14]1. Starting materials: Grignard reagent, [Mg] (magnesium), BrC1=C(C=CC=C1)C1=CC=CC=C1 (2-bromobiphenyl), BrC1=CC=2C(C3=CC(=CC=C3C2C=C1)Br)=O (2,7-dibromo-9-fluorenone), 00. Run in C(C)OCC (diethyl ether), C(C)OCC (diethyl ether). Run at time 3 hour. The product is C1(=C(C=CC=C1)C1(C2=CC(=CC=C2C=2C=CC(=CC12)Br)Br)O)C1=CC=CC=C1 (9-(2-biphenylyl)-2,7-dibromo-9-fluorenol). RXN SMILES: [Mg].Br[C:3]1[CH:8]=[CH:7][CH:6]=[CH:5][C:4]=1[C:9]1[CH:14]=[CH:13][CH:12]=[CH:11][CH:10]=1.[Br:15][C:16]1[CH:28]=[CH:27][C:26]2[C:25]3[C:20](=[CH:21][C:22]([Br:29])=[CH:23][CH:24]=3)[C:19](=[O:30])[C:18]=2[CH:17]=1>C(OCC)C>[C:4]1([C:9]2[CH:14]=[CH:13][CH:12]=[CH:11][CH:10]=2)[CH:5]=[CH:6][CH:7]=[CH:8][C:3]=1[C:19]1([OH:30])[C:18]2[CH:17]=[C:16]([Br:15])[CH:28]=[CH:27][C:26]=2[C:25]2[C:20]1=[CH:21][C:22]([Br:29])=[CH:23][CH:24]=2. Procedure details: A Grignard reagent prepared from 0.72 g (30 mmol) of magnesium turnings and 5.1 ml (30 mmol) of 2-bromobiphenyl in 15 ml of diethyl ether is added dropwise over the course of 2 hours while stirring (in an ultrasonic bath) to a boiling suspension of 10.0 g (29.6 mmol) of 2,7-dibromo-9-fluorenone in 1 00 ml of dry diethyl ether. After addition is complete, the mixture is boiled for a further 3 hours. After cooling overnight, the precipitate formed is filtered off with suction and washed with cold ... Reactants: C(=O)([O-])[O-].[K+].[K+] (K2CO3), C1(=CC=CC=C1)S (PhSH), CN(CCN(S(=O)(=O)C1=C(C=CC=C1)[N+](=O)[O-])CCNC1=NC=C(C=C1)[N+](=O)[O-])C ([2-(dimethylamino)ethyl]{2-[(5-nitro(2-pyridyl))-amino]ethyl}[(2-nitrophenyl)sulfonyl]amine). The reagents and catalysts are O (H2O). Solvent: CN(C)C=O (DMF). Conditions: temperature 23 celsius, time 12 hour. The product is CN(CCNCCNC1=NC=C(C=C1)[N+](=O)[O-])C (dimethyl[2-({2-[(5-nitro(2-pyridyl))amino]-ethyl}amino)ethyl]amine). As a reaction SMILES: [CH3:1][N:2]([CH3:30])[CH2:3][CH2:4][N:5]([CH2:18][CH2:19][NH:20][C:21]1[CH:26]=[CH:25][C:24]([N+:27]([O-:29])=[O:28])=[CH:23][N:22]=1)S(C1C=CC=CC=1[N+]([O-])=O)(=O)=O.C([O-])([O-])=O.[K+].[K+].C1(S)C=CC=CC=1>O.CN(C=O)C>[CH3:1][N:2]([CH3:30])[CH2:3][CH2:4][NH:5][CH2:18][CH2:19][NH:20][C:21]1[CH:26]=[CH:25][C:24]([N+:27]([O-:29])=[O:28])=[CH:23][N:22]=1 |f:1.2.3|. Procedure details: To a suspension of resin-bound [2-(dimethylamino)ethyl]{2-[(5-nitro(2-pyridyl))-amino]ethyl}[(2-nitrophenyl)sulfonyl]amine (3.0 g, 2.1 mmol) and DMF (30 mL) at 23° C. was added H2O (2 drops), K2CO3 (2.9 g, 21 mmol) and PhSH (2.2 mL, 21 mmol). The resulting mixture was shaken at 23° C. for 12 h, filtered, washed with NMP, H2O and CH2Cl2 and air dried to yield polymer-bound dimethyl[2-({2-[(5-nitro(2-pyridyl))amino]-ethyl}amino)ethyl]amine. Reactants: CC(C)(C)OC(=O)N1CC(=O)CC1C(=O)O, O=C([O-])O, ClCCCl, ClCCl, Cl, FC1(F)CCNC1, [Na+], On1nnc2ccccc21. Yields the product CC(C)(C)OC(=O)N1CC(=O)CC1C(=O)N1CCC(F)(F)C1. RXN SMILES: [C:1]([CH3:2])([CH3:3])([CH3:4])[O:5][C:6](=[O:7])[N:8]1[CH:9]([C:10](=[O:11])[OH:12])[CH2:13][C:14](=[O:16])[CH2:15]1.[C:39](=[O:40])([OH:41])[O-:42].[CH2:27]([Cl:28])[CH2:29][Cl:30].[Cl:44][CH2:45][Cl:46].[ClH:31].[F:32][C:33]1([F:38])[CH2:34][NH:35][CH2:36][CH2:37]1.[Na+:43].[OH:17][n:18]1[c:19]2[c:20]([cH:21][cH:22][cH:23][cH:24]2)[n:25][n:26]1>>[C:1]([CH3:2])([CH3:3])([CH3:4])[O:5][C:6](=[O:7])[N:8]1[CH:9]([C:10](=[O:12])[N:35]2[CH2:34][C:33]([F:32])([F:38])[CH2:37][CH2:36]2)[CH2:13][C:14](=[O:16])[CH2:15]1.